This data is from the Open Reaction Database (ORD), a public repository of structured organic reaction records. The task is: describe an organic reaction: reactants, conditions, products, and yield Starting materials: N1=C(C=CC=C1)N1CCNCC1 (1-pyridin-2-ylpiperazine), CC1=C(C=CC=C1)NC(CCl)=O (N-(2-methyl-phenyl)-2-chloroacetamide), C([O-])([O-])=O.[Na+].[Na+] (sodium carbonate). The solvent is CN(C=O)C.O (N,N-dimethylformamide water). Run at time 18 hour. The product is CC1=C(C=CC=C1)NC(CN1CCN(CC1)C1=NC=CC=C1)=O (N-(2-methylphenyl)-2-[4-(2-pyridinyl)-1-piperazinyl]acetamide). The yield is 62.9%. As a reaction SMILES: [N:1]1[CH:6]=[CH:5][CH:4]=[CH:3][C:2]=1[N:7]1[CH2:12][CH2:11][NH:10][CH2:9][CH2:8]1.[CH3:13][C:14]1[CH:19]=[CH:18][CH:17]=[CH:16][C:15]=1[NH:20][C:21](=[O:24])[CH2:22]Cl.C(=O)([O-])[O-].[Na+].[Na+]>CN(C)C=O.O>[CH3:13][C:14]1[CH:19]=[CH:18][CH:17]=[CH:16][C:15]=1[NH:20][C:21](=[O:24])[CH2:22][N:10]1[CH2:9][CH2:8][N:7]([C:2]2[CH:3]=[CH:4][CH:5]=[CH:6][N:1]=2)[CH2:12][CH2:11]1 |f:2.3.4,5.6|. Reported procedure: A mixture of 1-pyridin-2-ylpiperazine (24 mg, 0.15 mmol, Aldrich), N-(2-methyl-phenyl)-2-chloroacetamide (37 mg, 0.20 mmol, Maybridge) and sodium carbonate (50 mg) in N,N-dimethylformamide/water (2:1, 2 mL) was shaken at room temperature for 18 hours. The resulting mixture was decanted, concentrated under reduced pressure and the residue purified by preparative HPLC to provide 29.3 mg (63%) of the desired product. 1H NMR (500 MHz, DMSO-d6) δ 2.23 (s, 3H), 2.62 (t, J=4 Hz, 4H), 3.20 (s, 2H), 3.58... Reactants: O.N (ammonia water), CN1C(CCC1)=O (N-methylpyrrolidone), COC1=CC2=C(SC3=C(CC2)C(=CC=C3)Cl)C=C1 (2-methoxy-9-chloro-10,11-dihydrodibenzo[b,f]thiepin), [Cu](C#N)C#N (copper cyanide). Reagents/catalysts: S(=O)(=O)([O-])[O-].[Cu+2] (copper sulfate). Solvent: C1=CC=CC=C1 (benzene), O (water). Conditions: time 15 hour. The product is COC1=CC2=C(SC3=C(CC2)C(=CC=C3)C#N)C=C1 (2-methoxy-9-cyano-10,11-dihydrodibenzo[ b,f]thiepin). The yield is 50.0%. As a reaction SMILES: [CH3:1][N:2]1CCCC1=O.[CH3:8][O:9][C:10]1[CH:25]=[CH:24][C:13]2[S:14][C:15]3[CH:22]=[CH:21][CH:20]=[C:19](Cl)[C:16]=3[CH2:17][CH2:18][C:12]=2[CH:11]=1.[Cu](C#N)C#N.O.N>S([O-])([O-])(=O)=O.[Cu+2].C1C=CC=CC=1.O>[CH3:8][O:9][C:10]1[CH:25]=[CH:24][C:13]2[S:14][C:15]3[CH:22]=[CH:21][CH:20]=[C:19]([C:1]#[N:2])[C:16]=3[CH2:17][CH2:18][C:12]=2[CH:11]=1 |f:3.4,5.6|. Procedure details: To 100 ml of N-methylpyrrolidone was added 10.8g of 2-methoxy-9-chloro-10,11-dihydrodibenzo[b,f]thiepin, 10.7g of copper cyanide and 0.4g of anhydrous copper sulfate and the resulting mixture was stirred at 190°-195° C for 15 hours. After cooling, to the mixture was added 28% ammonia water, 200 ml of water and 200 ml of benzene and the resulting mixture was shaked and filtered with celite. The filtrate was extracted with benzene. The extract was washed with saturated sodium chloride solution, dr...